This data is from the Open Reaction Database (ORD), a public repository of structured organic reaction records. The task is: describe an organic reaction: reactants, conditions, products, and yield Starting materials: C(C)(=O)OC(C)=O (acetic anhydride), N1=C(C)C=CC2=CC=CC=C12 (quinaldine), [N+](=O)([O-])C=1C=C(C=O)C=CC1 (m-nitrobenzaldehyde). Run in O (water). Conditions: temperature 160 celsius, time 4 hour. Product: [N+](=O)([O-])C=1C=C(/C=C/C2=NC3=CC=CC=C3C=C2)C=CC1 (2-(trans-3-nitrostyryl)quinoline). Isolated yield 87.1%. Reaction SMILES: C(OC(=O)C)(=O)C.[N:8]1[C:18]2[C:13](=[CH:14][CH:15]=[CH:16][CH:17]=2)[CH:12]=[CH:11][C:9]=1[CH3:10].[N+:19]([C:22]1[CH:23]=[C:24]([CH:27]=[CH:28][CH:29]=1)[CH:25]=O)([O-:21])=[O:20]>O>[N+:19]([C:22]1[CH:23]=[C:24]([CH:27]=[CH:28][CH:29]=1)/[CH:25]=[CH:10]/[C:9]1[CH:11]=[CH:12][C:13]2[C:18](=[CH:17][CH:16]=[CH:15][CH:14]=2)[N:8]=1)([O-:21])=[O:20]. Procedure details: To 3.1 g of acetic anhydride, 7.2 g of quinaldine and 7.6 g of m-nitrobenzaldehyde were added and the resulting mixture was stirred under nitrogen atmosphere at 160° C. for 4 hours. After completion of the reaction, water was added to the reaction mixture and the resulting solid was collected by filtration and dried. Recrystallization from toluene gave 12.1 g (yield: 88%) of the captioned compound as an yellow powder. Starting materials: C1(CCCC1)NC=1C=CC=C2C=C(NC12)C=1SCC(N1)CCO (2-[2-(7-Cyclopentylamino-1H-indol-2-yl)-4,5-dihydro-thiazol-4-yl]-ethanol), C[O-].[Na+] (sodium methoxide). As a reaction SMILES: [CH:1]1([NH:6][C:7]2[CH:8]=[CH:9][CH:10]=[C:11]3[C:15]=2[NH:14][C:13]([C:16]2[S:17][CH2:18][CH:19]([CH2:21][CH2:22][OH:23])[N:20]=2)=[CH:12]3)[CH2:5][CH2:4][CH2:3][CH2:2]1.[CH3:24][O-].[Na+]>>[CH:1]1([NH:6][C:7]2[CH:8]=[CH:9][CH:10]=[C:11]3[C:15]=2[NH:14][C:13]([C:16]2[S:17][CH2:18][C@@H:19]([CH2:21][CH2:22][O:23][CH3:24])[N:20]=2)=[CH:12]3)[CH2:2][CH2:3][CH2:4][CH2:5]1 |f:1.2|. Reported procedure: 2-[2-(7-Cyclopentylamino-1H-indol-2-yl)-4,5-dihydro-thiazol-4-yl]-ethanol prepared in Example 77 and sodium methoxide were reacted according to the same procedure as Example 165 to give the title compound. Yields the product C1(CCCC1)NC=1C=CC=C2C=C(NC12)C=1SC[C@H](N1)CCOC (Cyclopentyl-{2-[(R)-4-(2-methoxy-ethyl)-4,5-dihydro-thiazol-2-yl]-1H-indol-7-yl}-amine).